Dataset: the Open Reaction Database (ORD), a public repository of structured organic reaction records. Task: describe an organic reaction: reactants, conditions, products, and yield RXN SMILES: N(OCCCC)=O.[Br:8][C:9]1[CH:15]=[C:14]([CH3:16])[C:13]([F:17])=[CH:12][C:10]=1N.[ClH:18]>C(#N)C>[Br:8][C:9]1[C:10]([Cl:18])=[CH:12][C:13]([F:17])=[C:14]([CH3:16])[CH:15]=1. The product is BrC=1C(=CC(=C(C1)C)F)Cl (5-Bromo-4-chloro-2-fluorotoluene). Procedure details: Cupric chloride (6 g) and butyl nitrite (4.8 g) were added to acetonitrile (16 ml), and the mixture was stirred at 60° C. for 10 minutes. A solution of 2-bromo-5-fluoro-4-methylaniline (7.6 g) in acetonitrile (30 ml) was added dropwise to the mixture at the same temperature, and the resultant mixture was then stirred at the same temperature for 30 minutes. After the reaction mixture was allowed to cool, 2N hydrochloric acid was added to acidify the reaction mixture, and it was extracted with die... The solvent is C(C)#N (acetonitrile), C(C)#N (acetonitrile). The reactants are Cupric chloride, N(=O)OCCCC (butyl nitrite), BrC1=C(N)C=C(C(=C1)C)F (2-bromo-5-fluoro-4-methylaniline), resultant mixture, Cl (hydrochloric acid). Run at temperature 60 celsius, time 10 minute. The reactants are S(=O)(Cl)Cl (thionyl chloride), OC1C(CN(C1)C)C(=O)OCC (ethyl 4-hydroxy-1-methyl-3-pyrrolidinecarboxylate), C([O-])([O-])=O.[K+].[K+] (potassium carbonate). Product: CN1CC(CC1)C(=O)OCC (ethyl 1-methyl-3-pyrrolidinecarboxylate). RXN SMILES: S(Cl)(Cl)=O.O[CH:6]1[CH2:10][N:9]([CH3:11])[CH2:8][CH:7]1[C:12]([O:14][CH2:15][CH3:16])=[O:13].C(=O)([O-])[O-].[K+].[K+]>>[CH3:11][N:9]1[CH2:10][CH2:6][CH:7]([C:12]([O:14][CH2:15][CH3:16])=[O:13])[CH2:8]1 |f:2.3.4|. Procedure: The ethyl 1-methyl-3-pyrrolidinecarboxylate was prepared by the reaction of thionyl chloride with ethyl 4-hydroxy-1-methyl-3-pyrrolidinecarboxylate followed by basifying with potassium carbonate. Reactants: O (water), CC1(OB(OC1(C)C)C=1C=NNC1)C (4-(4,4,5,5-Tetramethyl[1,3,2]dioxaborolan-2-yl)-1H-pyrazole), BrCCCOCC1=CC=CC=C1 (1-bromo-3-benzyloxypropane), C(=O)([O-])[O-].[Cs+].[Cs+] (Cs2CO3). Solvent: CN(C)C=O (DMF). Yields the product C(C1=CC=CC=C1)OCCCN1N=CC(=C1)B1OC(C(O1)(C)C)(C)C (1-[3-(benzyloxy)propyl]-4-(4,4,5,5-tetramethyl-1,3,2-dioxaborolan-2-yl)-1H-pyrazole), clear oil. Procedure details: A solution of 4-(4,4,5,5-Tetramethyl[1,3,2]dioxaborolan-2-yl)-1H-pyrazole (8.47 g, 43.6 mmol) in DMF (85 mL) was treated with 1-bromo-3-benzyloxypropane (10.0 g, 43.6 mmol) and Cs2CO3 (14.2 g, 43.6 mmol). This mixture was heated to 90° C. and allowed to stir under N2 overnight. The reaction mixture was poured into water and extracted twice with EtOAc. The combined organic layers were washed with water 3 times, once with brine, dried over Na2SO4, filtered and concentrated to an orange oil which w... The yield is 57.0%. Conditions: temperature 90 celsius, time 8 hour. Reaction SMILES: [CH3:1][C:2]1([CH3:14])[C:6]([CH3:8])([CH3:7])[O:5][B:4]([C:9]2[CH:10]=[N:11][NH:12][CH:13]=2)[O:3]1.Br[CH2:16][CH2:17][CH2:18][O:19][CH2:20][C:21]1[CH:26]=[CH:25][CH:24]=[CH:23][CH:22]=1.C([O-])([O-])=O.[Cs+].[Cs+].O>CN(C=O)C>[CH2:20]([O:19][CH2:18][CH2:17][CH2:16][N:12]1[CH:13]=[C:9]([B:4]2[O:5][C:6]([CH3:7])([CH3:8])[C:2]([CH3:14])([CH3:1])[O:3]2)[CH:10]=[N:11]1)[C:21]1[CH:26]=[CH:25][CH:24]=[CH:23][CH:22]=1 |f:2.3.4|. Reactants: BrC1=CSC=2C1=NC(=CC2)Cl (3-Bromo-5-chloro-thieno[3,2-b]pyridine), C(C)C(CC)C=1C=2N(N=C(C1)C)C(=C(N2)C)I (8-(1-ethyl-propyl)-3-iodo-2,6-dimethyl-imidazo[1,2-b]pyridazine), [Li]CCCC (n-BuLi), CCCCCC (hexane), Teflon. Reagents/catalysts: [Cl-].[Cl-].[Zn+2] (ZnCl2), C1=CC=C(C=C1)P([C-]2C=CC=C2)C3=CC=CC=C3.C1=CC=C(C=C1)P([C-]2C=CC=C2)C3=CC=CC=C3.Cl[Pd]Cl.[Fe+2] (PdCl2(dppf)). Solvent: C1CCOC1 (THF), C1CCOC1 (THF). Conditions: temperature -78 celsius. Product: BrC1=C(SC=2C1=NC(=CC2)Cl)C2=C(N=C1N2N=C(C=C1C(CC)CC)C)C (3-(3-bromo-5-chloro-thieno[3,2-b]pyridin-2-yl)-8-(1-ethyl-propyl)-2,6-dimethyl-imidazo[1,2-b]pyridazine), ClC1=CC=C2C(=N1)C(=CS2)C2=C(N=C1N2N=C(C=C1C(CC)CC)C)C (3-(5-chloro-thieno[3,2-b]pyridin-3-yl)-8-(1-ethyl-propyl)-2,6-dimethyl-imidazo[1,2-b]pyridazine). Yield: 2.0%. RXN SMILES: [Br:1][C:2]1[C:6]2=[N:7][C:8]([Cl:11])=[CH:9][CH:10]=[C:5]2[S:4][CH:3]=1.[Li]CCCC.CCCCCC.[CH2:23]([CH:25]([C:28]1[C:29]2[N:30]([C:35](I)=[C:36]([CH3:38])[N:37]=2)[N:31]=[C:32]([CH3:34])[CH:33]=1)[CH2:26][CH3:27])[CH3:24]>C1COCC1.[Cl-].[Cl-].[Zn+2].C1C=CC(P(C2C=CC=CC=2)[C-]2C=CC=C2)=CC=1.C1C=CC(P(C2C=CC=CC=2)[C-]2C=CC=C2)=CC=1.Cl[Pd]Cl.[Fe+2]>[Br:1][C:2]1[C:6]2=[N:7][C:8]([Cl:11])=[CH:9][CH:10]=[C:5]2[S:4][C:3]=1[C:35]1[N:30]2[N:31]=[C:32]([CH3:34])[CH:33]=[C:28]([CH:25]([CH2:23][CH3:24])[CH2:26][CH3:27])[C:29]2=[N:37][C:36]=1[CH3:38].[Cl:11][C:8]1[N:7]=[C:6]2[C:2]([C:35]3[N:30]4[N:31]=[C:32]([CH3:34])[CH:33]=[C:28]([CH:25]([CH2:23][CH3:24])[CH2:26][CH3:27])[C:29]4=[N:37][C:36]=3[CH3:38])=[CH:3][S:4][C:5]2=[CH:10][CH:9]=1 |f:5.6.7,8.9.10.11|. Procedure details: 248 g of 3-Bromo-5-chloro-thieno[3,2-b]pyridine (1.0 mol) is dissolved in 2.0 l of dry THF and cooled to −78° C. 0.4 l of n-BuLi 2.5M in hexane (1.0 mol) is added slowly and stirred at −78° C. for 15 in. 2.0 l of 0.5M ZnCl2 in THF (1.0 mol) is added and stirred at room temperature for 20 in. 343 g of 8-(1-ethyl-propyl)-3-iodo-2,6-dimethyl-imidazo[1,2-b]pyridazine (1.0 mol) and 37 g of PdCl2(dppf) (0.05 mol) are added and the reaction vial is capped with a Teflon cap. The vial is heated at 80° C.... The reactants are OC1=NC=C(C=C1[N+](=O)[O-])Br (2-Hydroxy-3-nitro-5-bromopyridine), CN(C=O)C (N,N-dimethylformamide), P(=O)(Br)(Br)Br (phosphorus oxybromide), N1=CC=CC=C1 (pyridine). Solvent: C1(=CC=CC=C1)C (toluene), C1(=CC=CC=C1)C (toluene), O (water), C1(=CC=CC=C1)C (toluene). Conditions: time 14 hour. Yields the product BrC1=NC=C(C=C1[N+](=O)[O-])Br (2,5-Dibromo-3-nitropyridine). RXN SMILES: O[C:2]1[C:7]([N+:8]([O-:10])=[O:9])=[CH:6][C:5]([Br:11])=[CH:4][N:3]=1.CN(C)C=O.P(Br)(Br)([Br:19])=O.N1C=CC=CC=1>C1(C)C=CC=CC=1.O>[Br:19][C:2]1[C:7]([N+:8]([O-:10])=[O:9])=[CH:6][C:5]([Br:11])=[CH:4][N:3]=1. Reported procedure: 2-Hydroxy-3-nitro-5-bromopyridine (1 eq) was suspended in toluene (3 vol) and N,N-dimethylformamide (0.1 eq) was added. The mixture was protected from light. A solution of phosphorus oxybromide (1.2 eq) in toluene (2 vol) was added to the pyridine mixture over 1.5 h at about 90° C. and the reaction was aged for about 14 h at 90° C. The reaction mixture was cooled to room temperature and water (10 vol) and toluene (5 vol) were added. The layers were cut and the organic layer was washed with 1N Na...